This data is from the Open Reaction Database (ORD), a public repository of structured organic reaction records. The task is: describe an organic reaction: reactants, conditions, products, and yield Reactants: CS(=O)(=O)OCCOC1=C(C=C(C=C1)C1=CC2=C(C(=N1)C#N)N=NN2C)C(F)(F)F (2-(4-(4-cyano-1-methyl-1H-[1,2,3]triazolo[4,5-c]pyridin-6-yl)-2-(trifluoromethyl)phenoxy)ethyl methanesulfonate), CC1=CC=CC(=N1)N1CCNCC1 (1-(6-methylpyridin-2-yl)piperazine). Run in CN1CCCC1 (N-methylpyrollidine). Conditions: temperature 150 celsius. Yields the product CN1N=NC=2C(=NC(=CC21)C2=CC(=C(C=C2)OCCN2CCN(CC2)C2=NC(=CC=C2)C)C(F)(F)F)C#N (methyl-6-(4-(2-(4-(6-methylpyridin-2-yl)piperazin-1-yl)ethoxy)-3-(trifluoromethyl)phenyl)-1H-[1,2,3]triazolo[4,5-c]pyridine-4-carbonitrile). Isolated yield 7.4%. As a reaction SMILES: CS(O[CH2:6][CH2:7][O:8][C:9]1[CH:14]=[CH:13][C:12]([C:15]2[N:20]=[C:19]([C:21]#[N:22])[C:18]3[N:23]=[N:24][N:25]([CH3:26])[C:17]=3[CH:16]=2)=[CH:11][C:10]=1[C:27]([F:30])([F:29])[F:28])(=O)=O.[CH3:31][C:32]1[N:37]=[C:36]([N:38]2[CH2:43][CH2:42][NH:41][CH2:40][CH2:39]2)[CH:35]=[CH:34][CH:33]=1>CN1CCCC1>[CH3:26][N:25]1[C:17]2[CH:16]=[C:15]([C:12]3[CH:13]=[CH:14][C:9]([O:8][CH2:7][CH2:6][N:41]4[CH2:42][CH2:43][N:38]([C:36]5[CH:35]=[CH:34][CH:33]=[C:32]([CH3:31])[N:37]=5)[CH2:39][CH2:40]4)=[C:10]([C:27]([F:28])([F:29])[F:30])[CH:11]=3)[N:20]=[C:19]([C:21]#[N:22])[C:18]=2[N:23]=[N:24]1. Procedure: A mixture of 2-(4-(4-cyano-1-methyl-1H-[1,2,3]triazolo[4,5-c]pyridin-6-yl)-2-(trifluoromethyl)phenoxy)ethyl methanesulfonate (0.15 g) and 1-(6-methylpyridin-2-yl)piperazine (0.361 g) in N-methylpyrollidine (2 ml) was heated at 150° C. under microwave condition for 30 minutes. Solvent removed under vacuum and residue dissolved in methanol (1 ml) and purified by basic prep HPLC to give methyl-6-(4-(2-(4-(6-methylpyridin-2-yl)piperazin-1-yl)ethoxy)-3-(trifluoromethyl)phenyl)-1H-[1,2,3]triazolo[4,5-... Starting materials: [N+](=O)([O-])C=1C=C(C(=O)Cl)C=CC1 (3-nitrobenzoylchloride), C(CC#N)#N (malononitrile), COS(=O)(=O)OC (dimethylsulfate), CCN(C(C)C)C(C)C (DIPEA). The solvent is C1CCOC1 (THF), [Cl-].[Na+].O (brine), CCOC(=O)C (EtOAc). Conditions: time 2 hour. The product is COC(=C(C#N)C#N)C1=CC(=CC=C1)[N+](=O)[O-] (2-(methoxy(3-nitrophenyl)methylene)malononitrile). The yield is 36.8%. RXN SMILES: [N+:1]([C:4]1[CH:5]=[C:6]([CH:10]=[CH:11][CH:12]=1)[C:7](Cl)=[O:8])([O-:3])=[O:2].[C:13](#[N:17])[CH2:14][C:15]#[N:16].[CH3:18]CN(C(C)C)C(C)C.COS(OC)(=O)=O>[Cl-].[Na+].O.CCOC(C)=O.C1COCC1>[CH3:18][O:8][C:7]([C:6]1[CH:10]=[CH:11][CH:12]=[C:4]([N+:1]([O-:3])=[O:2])[CH:5]=1)=[C:14]([C:13]#[N:17])[C:15]#[N:16] |f:4.5.6|. Procedure details: A solution of 3-nitrobenzoylchloride (25 g, 134 mmol), malononitrile (9.74 g, 147 mmol) and THF (140 mL) was cooled to 0° C. DIPEA (59 mL, 335 mmol) was added dropwise and the reaction was allowed to warm to room temperature and proceed for 2 hours. Afterwards, dimethylsulfate (38 mL, 399 mmol) was added and the temperature was raised to 70° C. for 4 hours. Next, the reaction mixture was brought to room temperature and allowed to proceed for an additional 12 hours. EtOAc (200 mL) was added to th... The reactants are BrC1=CC=CC(=N1)C(CC1=CC2=CN(N=C2C(=C1)C)COCC[Si](C)(C)C)=O ((±)-1-(6-bromopyridin-2-yl)-2-(7-methyl-2-((2-(trimethylsilyl)ethoxy)methyl)-2H-indazol-5-yl)ethanone), [BH4-].[Na+] (sodium borohydride). Solvent: CO (methanol). Conditions: time 1 hour. Product: BrC1=CC=CC(=N1)C(CC1=CC2=CN(N=C2C(=C1)C)COCC[Si](C)(C)C)O ((±)-1-(6-Bromopyridin-2-yl)-2-(7-methyl-2-((2-(trimethylsilyl)ethoxy)methyl)-2H-indazol-5-yl)ethanol). Yield: 102.0%. RXN SMILES: [Br:1][C:2]1[N:7]=[C:6]([C:8](=[O:28])[CH2:9][C:10]2[CH:18]=[C:17]([CH3:19])[C:16]3[C:12](=[CH:13][N:14]([CH2:20][O:21][CH2:22][CH2:23][Si:24]([CH3:27])([CH3:26])[CH3:25])[N:15]=3)[CH:11]=2)[CH:5]=[CH:4][CH:3]=1.[BH4-].[Na+]>CO>[Br:1][C:2]1[N:7]=[C:6]([CH:8]([OH:28])[CH2:9][C:10]2[CH:18]=[C:17]([CH3:19])[C:16]3[C:12](=[CH:13][N:14]([CH2:20][O:21][CH2:22][CH2:23][Si:24]([CH3:25])([CH3:27])[CH3:26])[N:15]=3)[CH:11]=2)[CH:5]=[CH:4][CH:3]=1 |f:1.2|. Procedure: To a solution of (±)-1-(6-bromopyridin-2-yl)-2-(7-methyl-2-((2-(trimethylsilyl)ethoxy)methyl)-2H-indazol-5-yl)ethanone (977 mg, 2.12 mmol) in methanol (10 mL) at room temperature under nitrogen was added sodium borohydride (97 mg, 2.55 mmol, 1.2 equiv) in one portion. The solution was stirred at room temperature for 1 h. Methanol was then removed under vacuum and the residue was partitioned between water and ethyl acetate. The organic layer was separated, washed with brine, dried and concentrate... Starting materials: C(C)(C)(C)OC(=O)C=1C(=CC=CC1)C1=C(C=CC(=C1)C(N[C@@H]([C@@H](O)C(=O)OCC)CC1=CC=CC=C1)=O)F (5′-((1R,2R)-1-benzyl-2-ethoxycarbonyl-2-hydroxy-ethylcarbamoyl)-2′-fluoro-biphenyl-2-carboxylic acid t-butyl ester), C(=O)(C(F)(F)F)O.C(Cl)Cl (TFA DCM), C1CCOC1 (THF), [OH-].[Na+] (NaOH). The solvent is CCOC(=O)C (EtOAc). Conditions: time 1 hour. Product: C(C1=CC=CC=C1)[C@H]([C@@H](O)C(=O)OCC)NC(=O)C=1C=CC(=C(C1)C=1C(=CC=CC1)C(=O)O)F (5′-((1R,2R)-1-Benzyl-2-ethoxycarbonyl-2-hydroxy-ethylcarbamoyl)-2′-fluoro-biphenyl-2-carboxylic Acid). Yield: 13.0%. RXN SMILES: C([O:5][C:6]([C:8]1[C:9]([C:14]2[CH:19]=[C:18]([C:20](=[O:37])[NH:21][C@H:22]([CH2:30][C:31]3[CH:36]=[CH:35][CH:34]=[CH:33][CH:32]=3)[C@H:23]([C:25]([O:27][CH2:28][CH3:29])=[O:26])[OH:24])[CH:17]=[CH:16][C:15]=2[F:38])=[CH:10][CH:11]=[CH:12][CH:13]=1)=[O:7])(C)(C)C.C(O)(C(F)(F)F)=O.C(Cl)Cl.C1COCC1.[OH-].[Na+]>CCOC(C)=O>[CH2:30]([C@@H:22]([NH:21][C:20]([C:18]1[CH:17]=[CH:16][C:15]([F:38])=[C:14]([C:9]2[C:8]([C:6]([OH:7])=[O:5])=[CH:13][CH:12]=[CH:11][CH:10]=2)[CH:19]=1)=[O:37])[C@H:23]([C:25]([O:27][CH2:28][CH3:29])=[O:26])[OH:24])[C:31]1[CH:36]=[CH:35][CH:34]=[CH:33][CH:32]=1 |f:1.2,4.5|. Procedure details: 5′-((1R,2R)-1-benzyl-2-ethoxycarbonyl-2-hydroxy-ethylcarbamoyl)-2′-fluoro-biphenyl-2-carboxylic acid t-butyl ester (100 mg, 192 μmol, 1.0 eq.) was combined with 1:1 TFA/DCM (1 mL each) and stirred for 1 hour. The solvent was evaporated and THF (3 mL) and 1 M aqueous NaOH (577 μL, 3.0 eq.) were added. The mixture was stirred for 2 hours and EtOAc was added. The aqueous was extracted and the organic was washed with NaOH (0.2 mL), stirred, and the aqueous was extracted. The aqueous were acidified t... Starting materials: C1CCCCC1, ClCCl, OCc1cccc2[nH]ccc12. Product: O=Cc1cccc2[nH]ccc12. As a reaction SMILES: [CH2:12]1[CH2:13][CH2:14][CH2:15][CH2:16][CH2:17]1.[Cl:18][CH2:19][Cl:20].[OH:1][CH2:2][c:3]1[c:4]2[cH:5][cH:6][nH:7][c:8]2[cH:9][cH:10][cH:11]1>>[O:1]=[CH:2][c:3]1[c:4]2[cH:5][cH:6][nH:7][c:8]2[cH:9][cH:10][cH:11]1. The reactants are CC1=CC=C(C=C1)CC(C)([N+](=O)[O-])C (1-(4-methylphenyl)-2-methyl-2-nitropropane), [H][H] (hydrogen), C(C)O (ethanol). Reagents/catalysts: [Ni] (Raney nickel). Yields the product CC(CC1=CC=C(C=C1)OC)(C)N (1,1-dimethyl-2-(4-methoxyphenyl)ethylamine). As a reaction SMILES: C[C:2]1[CH:7]=[CH:6][C:5]([CH2:8][C:9]([CH3:14])([N+:11]([O-])=O)[CH3:10])=[CH:4][CH:3]=1.[H][H].[CH2:17]([OH:19])C>[Ni]>[CH3:10][C:9]([NH2:11])([CH3:14])[CH2:8][C:5]1[CH:6]=[CH:7][C:2]([O:19][CH3:17])=[CH:3][CH:4]=1. Procedure details: The 1-(4-methylphenyl)-2-methyl-2-nitropropane (1.3 g) was hydrogenated for 5 hours at 65 p.s.i. hydrogen in ethanol (30 mL) using 1.4 g of Raney nickel as catalyst. Removal of the catalyst by filtration and evaporation of the solvent yielded 1.15 g of 1,1-dimethyl-2-(4-methoxyphenyl)ethylamine as a clear oil. Starting materials: BrC=1C=CC2=C(C=C(CCS2(=O)=O)C(=O)NC2=CC=C(C=C2)CN(C2CCOCC2)C)C1 (7-bromo-N-[4-[[N-methyl-N-(tetrahydropyran-4-yl)amino]methyl]phenyl]-1,1-dioxo-2,3-dihydro-1-benzothiepine-4-carboxamide), C1(=CC=CC=C1)C.C(C)O.O (toluene ethanol water), B(OC1=CC=C(C=C1)OCCSC)([O-])[O-] (4-(2-methylthioethoxy)phenyl borate), C([O-])([O-])=O.[K+].[K+] (potassium carbonate). The reagents and catalysts are C=1C=CC(=CC1)[P](C=2C=CC=CC2)(C=3C=CC=CC3)[Pd]([P](C=4C=CC=CC4)(C=5C=CC=CC5)C=6C=CC=CC6)([P](C=7C=CC=CC7)(C=8C=CC=CC8)C=9C=CC=CC9)[P](C=1C=CC=CC1)(C=1C=CC=CC1)C=1C=CC=CC1 (tetrakistriphenylphosphinepalladium). The solvent is O (water). Reaction conditions: time 30 minute. Product: CSCCOC1=CC=C(C=C1)C=1C=CC2=C(C=C(CCS2(=O)=O)C(=O)NC2=CC=C(C=C2)CN(C2CCOCC2)C)C1 (7-[4-(2-methylthioethoxy)phenyl]-N-[4-[[N-methyl-N-(tetrahydropyran-4-yl)amino]methyl]phenyl]-1,1-dioxo-2,3-dihydro-1-benzothiepine-4-carboxamide). Yield: 7.1%. RXN SMILES: Br[C:2]1[CH:3]=[CH:4][C:5]2[S:11](=[O:13])(=[O:12])[CH2:10][CH2:9][C:8]([C:14]([NH:16][C:17]3[CH:22]=[CH:21][C:20]([CH2:23][N:24]([CH3:31])[CH:25]4[CH2:30][CH2:29][O:28][CH2:27][CH2:26]4)=[CH:19][CH:18]=3)=[O:15])=[CH:7][C:6]=2[CH:32]=1.C1(C)C=CC=CC=1.C(O)C.O.B([O-])([O-])O[C:46]1[CH:51]=[CH:50][C:49]([O:52][CH2:53][CH2:54][S:55][CH3:56])=[CH:48][CH:47]=1.C(=O)([O-])[O-].[K+].[K+]>C1C=CC([P]([Pd]([P](C2C=CC=CC=2)(C2C=CC=CC=2)C2C=CC=CC=2)([P](C2C=CC=CC=2)(C2C=CC=CC=2)C2C=CC=CC=2)[P](C2C=CC=CC=2)(C2C=CC=CC=2)C2C=CC=CC=2)(C2C=CC=CC=2)C2C=CC=CC=2)=CC=1.O>[CH3:56][S:55][CH2:54][CH2:53][O:52][C:49]1[CH:50]=[CH:51][C:46]([C:2]2[CH:3]=[CH:4][C:5]3[S:11](=[O:12])(=[O:13])[CH2:10][CH2:9][C:8]([C:14]([NH:16][C:17]4[CH:18]=[CH:19][C:20]([CH2:23][N:24]([CH3:31])[CH:25]5[CH2:30][CH2:29][O:28][CH2:27][CH2:26]5)=[CH:21][CH:22]=4)=[O:15])=[CH:7][C:6]=3[CH:32]=2)=[CH:47][CH:48]=1 |f:1.2.3,5.6.7,^1:68,70,89,108|. Procedure details: To 7-bromo-N-[4-[[N-methyl-N-(tetrahydropyran-4-yl)amino]methyl]phenyl]-1,1-dioxo-2,3-dihydro-1-benzothiepine-4-carboxamide (360 mg) was added toluene/ethanol/water (10/1/1, 14.2 ml) and then were added 4-(2-methylthioethoxy)phenyl borate (241 mg) and potassium carbonate (216 mg), and the mixture was stirred at room temperature for 30 minutes. To the mixture was added tetrakistriphenylphosphinepalladium (41 mg), and the mixture was stirred at 100° C. for 10 hours and cooled to room temperature. ... The reactants are Brc1ccccn1, O=C([O-])O, COCCOC, CO, [Na+], O=[N+]([O-])c1cccc(B(O)O)c1, c1ccc(P(c2ccccc2)(c2ccccc2)[Pd](P(c2ccccc2)(c2ccccc2)c2ccccc2)(P(c2ccccc2)(c2ccccc2)c2ccccc2)P(c2ccccc2)(c2ccccc2)c2ccccc2)cc1. The product is O=[N+]([O-])c1cccc(-c2ccccn2)c1. Reaction SMILES: [Br:1][c:2]1[cH:3][cH:4][cH:5][cH:6][n:7]1.[C:8](=[O:9])([OH:10])[O-:11].[CH3:25][O:26][CH2:27][CH2:28][O:29][CH3:30].[CH3:31][OH:32].[Na+:12].[OH:13][B:14]([c:15]1[cH:16][c:17]([N+:21](=[O:22])[O-:23])[cH:18][cH:19][cH:20]1)[OH:24].[cH:33]1[cH:34][cH:35][c:36]([P:37]([Pd:38]([P:39]([c:40]2[cH:41][cH:42][cH:43][cH:44][cH:45]2)([c:46]2[cH:47][cH:48][cH:49][cH:50][cH:51]2)[c:52]2[cH:53][cH:54][cH:55][cH:56][cH:57]2)([P:58]([c:59]2[cH:60][cH:61][cH:62][cH:63][cH:64]2)([c:65]2[cH:66][cH:67][cH:68][cH:69][cH:70]2)[c:71]2[cH:72][cH:73][cH:74][cH:75][cH:76]2)[P:77]([c:78]2[cH:79][cH:80][cH:81][cH:82][cH:83]2)([c:84]2[cH:85][cH:86][cH:87][cH:88][cH:89]2)[c:90]2[cH:91][cH:92][cH:93][cH:94][cH:95]2)([c:96]2[cH:97][cH:98][cH:99][cH:100][cH:101]2)[c:102]2[cH:103][cH:104][cH:105][cH:106][cH:107]2)[cH:108][cH:109]1>>[c:2]1(-[c:15]2[cH:16][c:17]([N+:21](=[O:22])[O-:23])[cH:18][cH:19][cH:20]2)[cH:3][cH:4][cH:5][cH:6][n:7]1. Starting materials: Halogen, BrBr (bromine), diene, C=CC=C (butadiene), dibromobutene-2, C(C)(=O)[O-] (acetate), alkali metal acetate, C(C)(=O)[O-].[K+] (potassium acetate). The solvent is C(C)(=O)O (acetic acid). The product is C(C)(=O)OC(=C(C)OC(C)=O)C (diacetoxy-2-butene). Reaction SMILES: BrBr.[CH2:3]=[CH:4][CH:5]=[CH2:6].[C:7]([O-:10])(=[O:9])[CH3:8].[K+].[C:12]([O-:15])(=[O:14])[CH3:13]>C(O)(=O)C>[C:7]([O:10][C:4]([CH3:3])=[C:5]([O:15][C:12](=[O:14])[CH3:13])[CH3:6])(=[O:9])[CH3:8] |f:2.3|. Procedure: Halogen, e.g., bromine, and a conjugated diene, e.g., butadiene, are reacted in vapor phase, the reacted mass condensed and contacted with alkali metal acetate dissolved or dispersed in an acid, e.g., potassium acetate in glacial acetic acid, thus causing a reaction of formed dibromobutene-2 with the acetate to form diacetoxy-2-butene. The latter is hydrogenated to the corresponding diacetoxylated alkane. The diacetoxy alkane is hydrolyzed to the dihydroxy alkane, e.g., 1,4-butanediol. Alternate...